Dataset: the Open Reaction Database (ORD), a public repository of structured organic reaction records. Task: describe an organic reaction: reactants, conditions, products, and yield The reactants are ClC=1C=C(N)C=CC1 (m-chloroaniline), resultant mixture, N1=CC=CC=C1 (pyridine), C=C1CC(=O)O1 (diketene), ligroin. The solvent is C1(=CC=CC=C1)C (toluene). Product: ClC=1C=C(NC(CC(=O)C)=O)C=CC1 (3'-chloroacetoacetanilide). Reaction SMILES: [Cl:1][C:2]1[CH:3]=[C:4]([CH:6]=[CH:7][CH:8]=1)[NH2:5].N1C=CC=CC=1.[CH2:15]=[C:16]1[O:20][C:18](=[O:19])[CH2:17]1>C1(C)C=CC=CC=1>[Cl:1][C:2]1[CH:3]=[C:4]([CH:6]=[CH:7][CH:8]=1)[NH:5][C:18](=[O:19])[CH2:17][C:16]([CH3:15])=[O:20]. Procedure details: Dissolved in toluene were 2.5 g (0.02 mole) of m-chloroaniline and a catalytic amount of pyridine, followed by dropwise addition of 1.9 g (0.022 mole) of diketene at 50° C. After completion of the dropwise addition, the resultant mixture was heated under reflux for 3 hours. Under ice-cooling, ligroin was added, and precipitated crystals were collected by filtration and were then washed first with ligroin and then with hexane. The crystals were then dried under reduced pressure to obtain 3'-chlor...